The task is: describe an organic reaction: reactants, conditions, products, and yield. This data is from the Open Reaction Database (ORD), a public repository of structured organic reaction records. The reactants are CCSc1cc(=O)c2cc(C(=O)OC)cc(Br)c2o1, CCOC(C)=O, Nc1cc(F)cc(F)c1, O. Product: CCSc1cc(=O)c2cc(C(=O)OC)cc(C(C)Nc3cc(F)cc(F)c3)c2o1. RXN SMILES: [Br:1][c:2]1[cH:3][c:4]([C:16](=[O:17])[O:18][CH3:19])[cH:5][c:6]2[c:7](=[O:15])[cH:8][c:9]([S:12][CH2:13][CH3:14])[o:10][c:11]12.[C:29]([CH3:30])([O:31][CH2:32][CH3:33])=[O:34].[F:20][c:21]1[cH:22][c:23]([NH2:24])[cH:25][c:26]([F:28])[cH:27]1.[OH2:35]>>[c:2]1([CH:29]([NH:24][c:23]2[cH:22][c:21]([F:20])[cH:27][c:26]([F:28])[cH:25]2)[CH3:30])[cH:3][c:4]([C:16](=[O:17])[O:18][CH3:19])[cH:5][c:6]2[c:7](=[O:15])[cH:8][c:9]([S:12][CH2:13][CH3:14])[o:10][c:11]12. Reactants: CC(C)O, Cc1ccc(-c2ccc(C(=O)CCC(=O)O)cc2)c([N+](=O)[O-])c1, NC1CCCCC1. The product is Cc1ccc(-c2ccc(C(O)CCC(=O)O)cc2)c([N+](=O)[O-])c1. RXN SMILES: [CH:31]([OH:32])([CH3:33])[CH3:34].[N+:1](=[O:2])([O-:3])[c:4]1[c:5](-[c:11]2[cH:12][cH:13][c:14]([C:17]([CH2:18][CH2:19][C:20](=[O:21])[OH:22])=[O:23])[cH:15][cH:16]2)[cH:6][cH:7][c:8]([CH3:10])[cH:9]1.[NH2:24][CH:25]1[CH2:26][CH2:27][CH2:28][CH2:29][CH2:30]1>>[N+:1](=[O:2])([O-:3])[c:4]1[c:5](-[c:11]2[cH:12][cH:13][c:14]([CH:17]([CH2:18][CH2:19][C:20](=[O:21])[OH:22])[OH:23])[cH:15][cH:16]2)[cH:6][cH:7][c:8]([CH3:10])[cH:9]1. Reactants: CC1=C(C(=O)Cl)C=CC(=C1)C(=O)Cl (monomethyl terephthaloyl chloride), C(C1=CC=C(C(=O)[O-])C=C1)(=O)OCCCCCC.[K+] (potassium monohexyl terephthalate), S(=O)(Cl)Cl (thionyl chloride). Run in C1(=CC=CC=C1)C (toluene). Yields the product C(CCCCC)C1=C(C(=O)Cl)C=CC(=C1)C(=O)Cl (Monohexyl Terephthaloyl Chloride). As a reaction SMILES: [CH3:1][C:2]1[CH:10]=[C:9]([C:11]([Cl:13])=[O:12])[CH:8]=[CH:7][C:3]=1[C:4]([Cl:6])=[O:5].C(OCCCCCC)(=O)[C:15]1[CH:23]=[CH:22]C(C([O-])=O)=[CH:17][CH:16]=1.[K+].S(Cl)(Cl)=O>C1(C)C=CC=CC=1>[CH2:1]([C:2]1[CH:10]=[C:9]([C:11]([Cl:13])=[O:12])[CH:8]=[CH:7][C:3]=1[C:4]([Cl:6])=[O:5])[CH2:17][CH2:16][CH2:15][CH2:23][CH3:22] |f:1.2|. Procedure: This compound was prepared by the method described for monomethyl terephthaloyl chloride. Typical reagent levels were as follows: potassium monohexyl terephthalate (18.6 g, 0.64 mole), thionyl chloride (9.21 g, 0.774 mole) and 100 ml of toluene. The product was used without further purification.